This data is from the Open Reaction Database (ORD), a public repository of structured organic reaction records. The task is: describe an organic reaction: reactants, conditions, products, and yield The reactants are CSc1ccc(N)cc1, CC(C)S(=O)(=O)Cl, Cl, c1ccncc1. Yields the product CSc1ccc(NS(=O)(=O)C(C)C)cc1. Reaction SMILES: [CH3:1][S:2][c:3]1[cH:4][cH:5][c:6]([NH2:9])[cH:7][cH:8]1.[CH:10]([CH3:11])([CH3:12])[S:13](=[O:14])(=[O:15])[Cl:16].[ClH:23].[cH:17]1[cH:18][cH:19][n:20][cH:21][cH:22]1>>[CH3:1][S:2][c:3]1[cH:4][cH:5][c:6]([NH:9][S:13]([CH:10]([CH3:11])[CH3:12])(=[O:14])=[O:15])[cH:7][cH:8]1.